From a dataset of the Open Reaction Database (ORD), a public repository of structured organic reaction records. describe an organic reaction: reactants, conditions, products, and yield Starting materials: C(=C)C=1C=C2C=CC(=CC2=CC1)C(C(=O)OC)C (methyl 6-vinyl-2-naphthyl-α-methylacetate), N (ammonia), [NH2-].[Na+] (sodium amide), C(Cl)(Cl)Cl.[Br] (bromine chloroform), BrBr (bromine). Run in C(Cl)(Cl)Cl (chloroform). The product is C(#C)C=1C=C2C=CC(=CC2=CC1)C(C(=O)OC)C (methyl 6-ethynyl-2naphthyl-α-methylacetate). RXN SMILES: [CH:1]([C:3]1[CH:4]=[C:5]2[C:10](=[CH:11][CH:12]=1)[CH:9]=[C:8]([CH:13]([CH3:18])[C:14]([O:16][CH3:17])=[O:15])[CH:7]=[CH:6]2)=[CH2:2].C(Cl)(Cl)Cl.[Br].BrBr.N.[NH2-].[Na+]>C(Cl)(Cl)Cl>[C:1]([C:3]1[CH:4]=[C:5]2[C:10](=[CH:11][CH:12]=1)[CH:9]=[C:8]([CH:13]([CH3:18])[C:14]([O:16][CH3:17])=[O:15])[CH:7]=[CH:6]2)#[CH:2] |f:1.2,5.6,^1:22|. Procedure: To a mixture of 25.2 g. of methyl 6-vinyl-2-naphthyl-α-methylacetate and 300 ml. of chloroform, a 5% bromine chloroform solution is added at -10° C until the bromine color persists. The mixture is then added to 200 ml. of ammonia containing 15 g. of sodium amide. The mixture is allowed to evaporate; the residue is extracted with diethyl ether. The extracts are combined, washed to neutrality with water, dried, and evaporated to yield methyl 6-ethynyl-2naphthyl-α-methylacetate. As a reaction SMILES: [C:7]([CH3:8])([CH3:9])([CH3:10])[Si:11]([O:12][CH:13]1[CH2:14][CH:15]([O:33][Si:34]([CH3:35])([CH3:36])[C:37]([CH3:38])([CH3:39])[CH3:40])[CH2:16][C:17]2=[CH:18][CH:19]=[C:20]3[CH:21]4[CH2:22][CH2:23][C:24](=[O:32])[C:25]4([CH3:26])[CH2:27][CH2:28][CH:29]3[C:30]12[CH3:31])([CH3:41])[CH3:42].[CH3:1][C:2]([CH3:3])([O-:4])[CH3:5].[K+:6].[O:43]1[CH2:44][CH2:45][CH2:46][CH2:47]1>>[OH:4][CH:23]1[CH2:22][CH:21]2[C:20]3=[CH:19][CH:18]=[C:17]4[CH2:16][CH:15]([O:33][Si:34]([CH3:35])([CH3:36])[C:37]([CH3:38])([CH3:39])[CH3:40])[CH2:14][CH:13]([O:12][Si:11]([C:7]([CH3:8])([CH3:9])[CH3:10])([CH3:41])[CH3:42])[C:30]4([CH3:31])[CH:29]3[CH2:28][CH2:27][C:25]2([CH3:26])[C:24]1=[O:32]. Starting materials: CC12CCC3C(=CC=C4CC(O[Si](C)(C)C(C)(C)C)CC(O[Si](C)(C)C(C)(C)C)C43C)C1CCC2=O, CC(C)(C)[O-], [K+], C1CCOC1. The product is CC12CCC3C(=CC=C4CC(O[Si](C)(C)C(C)(C)C)CC(O[Si](C)(C)C(C)(C)C)C43C)C1CC(O)C2=O. Starting materials: [Al+3], N#Cc1ccc(Cc2c(-c3ccc(OCCN4CCCC4)cc3)sc3ccccc23)cc1, C1CCOC1, [H-], [H-], [H-], [H-], [Li+]. Product: NCc1ccc(Cc2c(-c3ccc(OCCN4CCCC4)cc3)sc3ccccc23)cc1. As a reaction SMILES: [Al+3:34].[C:1](#[N:2])[c:3]1[cH:4][cH:5][c:6]([CH2:7][c:8]2[c:9]3[c:10]([s:11][c:12]2-[c:13]2[cH:14][cH:15][c:16]([O:19][CH2:20][CH2:21][N:22]4[CH2:23][CH2:24][CH2:25][CH2:26]4)[cH:17][cH:18]2)[cH:27][cH:28][cH:29][cH:30]3)[cH:31][cH:32]1.[CH2:39]1[O:40][CH2:41][CH2:42][CH2:43]1.[H-:33].[H-:36].[H-:37].[H-:38].[Li+:35]>>[CH2:1]([NH2:2])[c:3]1[cH:4][cH:5][c:6]([CH2:7][c:8]2[c:9]3[c:10]([s:11][c:12]2-[c:13]2[cH:14][cH:15][c:16]([O:19][CH2:20][CH2:21][N:22]4[CH2:23][CH2:24][CH2:25][CH2:26]4)[cH:17][cH:18]2)[cH:27][cH:28][cH:29][cH:30]3)[cH:31][cH:32]1.